Dataset: the Open Reaction Database (ORD), a public repository of structured organic reaction records. Task: describe an organic reaction: reactants, conditions, products, and yield The reactants are ClC1=CC(=NC=N1)NCC1CC1 (6-chloro-4-(cyclopropylmethyl-amino)-pyrimidine), C(C)(C)(C)OC(=O)NCC1=CC=C(C=C1)B(O)O ([4-(N-tert-butoxycarbonyl-aminomethyl)phenyl]boronic acid), [OH-].[Na+] (NaOH), C([O-])([O-])=O.[K+].[K+] (potassium carbonate). Reagents/catalysts: C=1C=CC(=CC1)[P](C=2C=CC=CC2)(C=3C=CC=CC3)[Pd]([P](C=4C=CC=CC4)(C=5C=CC=CC5)C=6C=CC=CC6)([P](C=7C=CC=CC7)(C=8C=CC=CC8)C=9C=CC=CC9)[P](C=1C=CC=CC1)(C=1C=CC=CC1)C=1C=CC=CC1 (tetrakis(triphenylphosphine)palladium(0)). Solvent: C1(=CC=CC=C1)C (toluene), C(C)O (ethanol), O (water). The product is C1(CC1)CNC1=CC(=NC=N1)C1=CC=C(CNC(=O)OC(C)(C)C)C=C1 (4-[6-(Cyclopropylmethyl-amino)-pyrimidin-4-yl]-N-(tert-butoxycarbonyl)-benzylamine). The yield is 42.3%. RXN SMILES: Cl[C:2]1[N:7]=[CH:6][N:5]=[C:4]([NH:8][CH2:9][CH:10]2[CH2:12][CH2:11]2)[CH:3]=1.[C:13]([O:17][C:18]([NH:20][CH2:21][C:22]1[CH:27]=[CH:26][C:25](B(O)O)=[CH:24][CH:23]=1)=[O:19])([CH3:16])([CH3:15])[CH3:14].C(=O)([O-])[O-].[K+].[K+].[OH-].[Na+]>C1(C)C=CC=CC=1.O.C1C=CC([P]([Pd]([P](C2C=CC=CC=2)(C2C=CC=CC=2)C2C=CC=CC=2)([P](C2C=CC=CC=2)(C2C=CC=CC=2)C2C=CC=CC=2)[P](C2C=CC=CC=2)(C2C=CC=CC=2)C2C=CC=CC=2)(C2C=CC=CC=2)C2C=CC=CC=2)=CC=1.C(O)C>[CH:10]1([CH2:9][NH:8][C:4]2[N:5]=[CH:6][N:7]=[C:2]([C:25]3[CH:26]=[CH:27][C:22]([CH2:21][NH:20][C:18]([O:17][C:13]([CH3:14])([CH3:16])[CH3:15])=[O:19])=[CH:23][CH:24]=3)[CH:3]=2)[CH2:12][CH2:11]1 |f:2.3.4,5.6,^1:50,52,71,90|. Reported procedure: In a microwave reaction vessel, slurry 6-chloro-4-(cyclopropylmethyl-amino)-pyrimidine (560 mg, 3 mmol), [4-(N-tert-butoxycarbonyl-aminomethyl)phenyl]boronic acid (1.1 g, 4 mmol), and tetrakis(triphenylphosphine)palladium(0) (190 mg, 0.15 mmol) in toluene (4 mL). Add ethanol (1 mL) followed by potassium carbonate (0.9 g, 6 mmol) dissolved in water (300 □L). Irradiate in microwave (300 watts) at 120° C. for 60 min. Cool to room temperature, pour reaction mixture into 1N NaOH (250 mL) and extract ... The reactants are O=C(CCl)Nc1ccc(Br)cc1, O=C([O-])[O-], C1CCNC1, CC#N, ClCCl, [K+], [K+]. The product is O=C(CN1CCCC1)Nc1ccc(Br)cc1. RXN SMILES: [Br:12][c:13]1[cH:14][cH:15][c:16]([NH:19][C:20]([CH2:21][Cl:22])=[O:23])[cH:17][cH:18]1.[C:1](=[O:2])([O-:3])[O-:4].[CH2:7]1[CH2:8][CH2:9][NH:10][CH2:11]1.[CH3:24][C:25]#[N:26].[Cl:27][CH2:28][Cl:29].[K+:5].[K+:6]>>[CH2:7]1[CH2:8][CH2:9][N:10]([CH2:21][C:20]([NH:19][c:16]2[cH:15][cH:14][c:13]([Br:12])[cH:18][cH:17]2)=[O:23])[CH2:11]1. The reactants are ClC=1C=NC=C(C1SC1=C(C=C(S1)C(=O)NCCCSC)[N+](=O)[O-])Cl (5-((3,5-dichloropyridin-4-yl)thio)-N-(3-(methylthio)propyl)-4-nitrothiophene-2-carboxamide), C1=CC(=CC(=C1)Cl)C(=O)OO (MCPBA). Product: ClC=1C=NC=C(C1SC1=C(C=C(S1)C(=O)NCCCS(=O)C)[N+](=O)[O-])Cl (5-((3,5-dichloropyridin-4-yl)thio)-N-(3-(methylsulfinyl)propyl)-4-nitrothiophene-2-carboxamide), solid. The yield is 69.0%. RXN SMILES: [Cl:1][C:2]1[CH:3]=[N:4][CH:5]=[C:6]([Cl:25])[C:7]=1[S:8][C:9]1[S:13][C:12]([C:14]([NH:16][CH2:17][CH2:18][CH2:19][S:20][CH3:21])=[O:15])=[CH:11][C:10]=1[N+:22]([O-:24])=[O:23].C1C=C(Cl)C=C(C(OO)=[O:34])C=1>>[Cl:1][C:2]1[CH:3]=[N:4][CH:5]=[C:6]([Cl:25])[C:7]=1[S:8][C:9]1[S:13][C:12]([C:14]([NH:16][CH2:17][CH2:18][CH2:19][S:20]([CH3:21])=[O:34])=[O:15])=[CH:11][C:10]=1[N+:22]([O-:24])=[O:23]. Procedure: Prepared according to the procedure described for example 34 from 5-((3,5-dichloropyridin-4-yl)thio)-N-(3-(methylthio)propyl)-4-nitrothiophene-2-carboxamide (100 mg, 0.23 mmol) and MCPBA (198 mg, 1.15 mmol). The titled product was obtained as a white solid (72.0 mg, 69% yield). 1H NMR (400 MHz, d6-DMSO) δ: 8.99 (2H, m), 8.93 (1H, m), 8.41 (1H, s), 3.30 (2H, m), 2.80 (1H, m), 2.64 (1H, m), 2.50 (3H, s), 1.84 (2H, m). MS m/z: 454.08, 456.08 [M+H]+. Reactants: ClC1=C(C=CC(=C1)Cl)C(C(C(F)(F)F)(O)C1=CC(NC=C1)=O)C (4-[2-(2,4-Dichloro-phenyl)-1-hydroxy-1-trifluoromethyl-propyl]-1H-pyridin-2-one), BrCC(=O)N (2-bromo-acetamide). Yields the product ClC1=C(C=CC(=C1)Cl)C(C(C(F)(F)F)(O)C1=CC(=NC=C1)OCC(=O)N)C (2-{4-[2-(2,4-Dichloro-phenyl)-1-hydroxy-1-trifluoromethyl-propyl]-pyridin-2-yloxy}-acetamide). RXN SMILES: [Cl:1][C:2]1[CH:7]=[C:6]([Cl:8])[CH:5]=[CH:4][C:3]=1[CH:9]([CH3:23])[C:10]([C:16]1[CH:21]=[CH:20][NH:19][C:18](=[O:22])[CH:17]=1)([OH:15])[C:11]([F:14])([F:13])[F:12].Br[CH2:25][C:26]([NH2:28])=[O:27]>>[Cl:1][C:2]1[CH:7]=[C:6]([Cl:8])[CH:5]=[CH:4][C:3]=1[CH:9]([CH3:23])[C:10]([C:16]1[CH:21]=[CH:20][N:19]=[C:18]([O:22][CH2:25][C:26]([NH2:28])=[O:27])[CH:17]=1)([OH:15])[C:11]([F:14])([F:13])[F:12]. Reported procedure: The title compound was prepared in analogy to Example 120 from 4-[2-(2,4-dichloro-phenyl)-1-hydroxy-1-trifluoromethyl-propyl]-1H-pyridin-2-one (Example 119, 100 mg) and 2-bromo-acetamide (45 mg). MS (m/e)=423.1 (MH+). Starting materials: COC(C(CC(C)C)C=1C=C(C=C(C1)OS(=O)(=O)C(F)(F)F)C1=CC=C(C=C1)C(F)(F)F)=O (4-methyl-2-(5-trifluoromethanesulfonyloxy-4′-trifluoromethyl-biphenyl-3-yl)-pentanoic acid methyl ester), FC(C1=CC=C2CCCNC2=C1)(F)F (7-(trifluoromethyl)-1,2,3,4-tetrahydroquinoline). Yields the product COC(C(CC(C)C)C=1C=C(C=C(C1)N1CCCC2=CC=C(C=C12)C(F)(F)F)C1=CC=C(C=C1)C(F)(F)F)=O (4-Methyl-2-[4′-trifluoromethyl-5-(7-trifluoromethyl-3,4-dihydro-2H-quinolin-1-yl)-biphenyl-3-yl]-pentanoic acid methyl ester). Isolated yield 8.0%. As a reaction SMILES: [CH3:1][O:2][C:3](=[O:33])[CH:4]([C:9]1[CH:10]=[C:11]([C:23]2[CH:28]=[CH:27][C:26]([C:29]([F:32])([F:31])[F:30])=[CH:25][CH:24]=2)[CH:12]=[C:13](OS(C(F)(F)F)(=O)=O)[CH:14]=1)[CH2:5][CH:6]([CH3:8])[CH3:7].[F:34][C:35]([F:47])([F:46])[C:36]1[CH:45]=[C:44]2[C:39]([CH2:40][CH2:41][CH2:42][NH:43]2)=[CH:38][CH:37]=1>>[CH3:1][O:2][C:3](=[O:33])[CH:4]([C:9]1[CH:10]=[C:11]([C:23]2[CH:24]=[CH:25][C:26]([C:29]([F:31])([F:32])[F:30])=[CH:27][CH:28]=2)[CH:12]=[C:13]([N:43]2[C:44]3[C:39](=[CH:38][CH:37]=[C:36]([C:35]([F:34])([F:46])[F:47])[CH:45]=3)[CH2:40][CH2:41][CH2:42]2)[CH:14]=1)[CH2:5][CH:6]([CH3:8])[CH3:7]. Procedure: The title compound was prepared in 8% yield from 4-methyl-2-(5-trifluoromethanesulfonyloxy-4′-trifluoromethyl-biphenyl-3-yl)-pentanoic acid methyl ester and 7-(trifluoromethyl)-1,2,3,4-tetrahydroquinoline under the conditions described in Example 24, step (a). Starting materials: Cc1ccccc1, CCC=O, O=Cc1ccc(Cl)cc1Cl, [K+], [OH-], O. Product: CC(C=O)=Cc1ccc(Cl)cc1Cl. As a reaction SMILES: [CH3:17][c:18]1[cH:19][cH:20][cH:21][cH:22][cH:23]1.[CH:13]([CH2:14][CH3:15])=[O:16].[Cl:1][c:2]1[c:3]([CH:4]=[O:5])[cH:6][cH:7][c:8]([Cl:10])[cH:9]1.[K+:12].[OH-:11].[OH2:24]>>[Cl:1][c:2]1[c:3]([CH:4]=[C:14]([CH:13]=[O:16])[CH3:15])[cH:6][cH:7][c:8]([Cl:10])[cH:9]1. The reactants are ClC1=C(C=CC=C1)C1=C2CC(CN(C2=CC(=C1)OC)C1=C(C=CC=C1Cl)Cl)C (5-(2-chlorophenyl)-1-(2,6-dichlorophenyl)-7-methoxy-3-methyl-3,4-dihydroquinolin), ClC1=C(C(=CC=C1)Cl)N1C(CCC2=C(C=C(C=C12)O)C1=C(C=C(C=C1)F)F)=O (1-(2,6-dichlorophenyl)-5-(2,4-difluorophenyl)-3,4-dihydro-7-hydroxy-2(1H)-quinolinone). Product: ClC1=C(C=CC=C1)C1=C2CC(C(N(C2=CC(=C1)O)C1=C(C=CC=C1Cl)Cl)=O)C (5-(2-Chlorophenyl)-1-(2,6-dichlorophenyl)-7-hydroxy-3-methyl-3,4-dihydroquinolin-2(1H)-one). RXN SMILES: [Cl:1][C:2]1[CH:7]=[CH:6][CH:5]=[CH:4][C:3]=1[C:8]1[CH:17]=[C:16]([O:18]C)[CH:15]=[C:14]2[C:9]=1[CH2:10][CH:11]([CH3:28])[CH2:12][N:13]2[C:20]1[C:25]([Cl:26])=[CH:24][CH:23]=[CH:22][C:21]=1[Cl:27].ClC1C=CC=C(Cl)C=1N1C2C(=C(C3C=CC(F)=CC=3F)C=C([OH:47])C=2)CCC1=O>>[Cl:1][C:2]1[CH:7]=[CH:6][CH:5]=[CH:4][C:3]=1[C:8]1[CH:17]=[C:16]([OH:18])[CH:15]=[C:14]2[C:9]=1[CH2:10][CH:11]([CH3:28])[C:12](=[O:47])[N:13]2[C:20]1[C:21]([Cl:27])=[CH:22][CH:23]=[CH:24][C:25]=1[Cl:26]. Procedure: The title compound was prepared from 43 mg of 5-(2-chlorophenyl)-1-(2,6-dichlorophenyl)-7-methoxy-3-methyl-3,4-dihydroquinolin-2(1H-one by a procedure analogous to that described in INTERMEDIATE 3. Starting materials: C(C)(=O)OC(C1=CC=CC=C1)OC(CC1=C(N(C2=CC=C(C=C12)OC)C(C1=CC=C(C=C1)Cl)=O)C)=O ([1-(p-chlorobenzoyl)-5-methoxy-2-methyl-3-indoleacetoxy]-benzyl acetate), C(C)(=O)O (acetic acid). Reagents/catalysts: [C].[Pd] (palladium carbon). Yields the product ClC1=CC=C(C(=O)N2C(=C(C3=CC(=CC=C23)OC)CC(=O)OCC(=O)O)C)C=C1 ([1-(p-Chlorobenzoyl)-5-methoxy-2-methyl-3-indoleacetoxy]-acetic acid). RXN SMILES: C(O[CH:5]([O:12][C:13](=[O:36])[CH2:14][C:15]1[C:23]2[C:18](=[CH:19][CH:20]=[C:21]([O:24][CH3:25])[CH:22]=2)[N:17]([C:26](=[O:34])[C:27]2[CH:32]=[CH:31][C:30]([Cl:33])=[CH:29][CH:28]=2)[C:16]=1[CH3:35])C1C=CC=CC=1)(=O)C.[C:37]([OH:40])(=[O:39])C>[C].[Pd]>[Cl:33][C:30]1[CH:31]=[CH:32][C:27]([C:26]([N:17]2[C:18]3[C:23](=[CH:22][C:21]([O:24][CH3:25])=[CH:20][CH:19]=3)[C:15]([CH2:14][C:13]([O:12][CH2:5][C:37]([OH:40])=[O:39])=[O:36])=[C:16]2[CH3:35])=[O:34])=[CH:28][CH:29]=1 |f:2.3|. Procedure details: 25.4 g (0.050 mol) of [1-(p-chlorobenzoyl)-5-methoxy-2-methyl-3-indoleacetoxy]-benzyl acetate were dissolved in 400 ml of glacial acetic acid and hydrogenated on 2.0 g of palladium carbon at room temperature. After the absorption of hydrogen had finished (1 hour), the catalyst was filtered off, the filtrate was concentrated by evaporation under vacuum and the compound was caused to crystallise by adding petroleum ether. The compound melted at 149.5°-150.5°C (determined on the micro-Kofler bench)... Reactants: [N+](=O)([O-])C1=C(C=CC(=C1)[N+](=O)[O-])CC(C(=O)O)C (3-(2,4-dinitrophenyl)-2-methylpropanoic acid), OS(=O)(=O)O (H2SO4), CO (MeOH). The product is [N+](=O)([O-])C1=C(C=CC(=C1)[N+](=O)[O-])CC(C(=O)OC)C (methyl 3-(2,4-dinitrophenyl)-2-methylpropanoate). The yield is 81.0%. As a reaction SMILES: [N+:1]([C:4]1[CH:9]=[C:8]([N+:10]([O-:12])=[O:11])[CH:7]=[CH:6][C:5]=1[CH2:13][CH:14]([CH3:18])[C:15]([OH:17])=[O:16])([O-:3])=[O:2].OS(O)(=O)=O.[CH3:24]O>>[N+:1]([C:4]1[CH:9]=[C:8]([N+:10]([O-:12])=[O:11])[CH:7]=[CH:6][C:5]=1[CH2:13][CH:14]([CH3:18])[C:15]([O:17][CH3:24])=[O:16])([O-:3])=[O:2]. Procedure details: To a solution of 3-(2,4-dinitrophenyl)-2-methylpropanoic acid (1.6 g, 5.0 mmol) in MeOH (10 mL) was added H2SO4 (0.85 mL, 16 mmol) and the mixture was heated to reflux overnight. The solvent was removed under reduced pressure and the residue was dissolved in DCM (100 mL). The organic solution was washed with saturated aqueous NaHCO3 and the layers were separated. The organic solution was dried over anhydrous Na2SO4 and filtered. The organic solution was directly purified by preparative TLC (1.0 ... Reactants: COC(=O)C1=CC(=C(C=C1)C1=CC=C(C=C1)F)OC (4′-Fluoro-2-methoxy-biphenyl-4-carboxylic acid methyl ester), [H-].[H-].[H-].[H-].[Li+].[Al+3] (LiAlH4). Run in CCOCC (ether). Run at time 8 hour. Product: FC1=CC=C(C=C1)C1=C(C=C(C=C1)CO)OC ((4′-Fluoro-2-methoxy-biphenyl-4-yl)-methanol). RXN SMILES: C[O:2][C:3]([C:5]1[CH:10]=[CH:9][C:8]([C:11]2[CH:16]=[CH:15][C:14]([F:17])=[CH:13][CH:12]=2)=[C:7]([O:18][CH3:19])[CH:6]=1)=O.[H-].[H-].[H-].[H-].[Li+].[Al+3]>CCOCC>[F:17][C:14]1[CH:13]=[CH:12][C:11]([C:8]2[CH:9]=[CH:10][C:5]([CH2:3][OH:2])=[CH:6][C:7]=2[O:18][CH3:19])=[CH:16][CH:15]=1 |f:1.2.3.4.5.6|. Reported procedure: 4′-Fluoro-2-methoxy-biphenyl-4-carboxylic acid methyl ester (220 mg, 0.85 mmol) is allowed to dissolve in ether and cooled. LiAlH4 (80 mg, 2.12 mmol) is then added and the suspension is then stirred overnight. After aqueous work up, the alcohol is isolated and used directly in the next step.